Dataset: the Open Reaction Database (ORD), a public repository of structured organic reaction records. Task: describe an organic reaction: reactants, conditions, products, and yield Starting materials: FC=1C=C(C=CC1F)C1=CC(NC=2N1N=C(C2)C)=O (7-(3,4-Difluorophenyl)-2-methylpyrazolo[1,5-a]pyrimidin-5(4H)-one), O=P(Cl)(Cl)Cl (POCl3), N1=CC=CC=C1 (pyridine). Product: ClC1=NC=2N(C(=C1)C1=CC(=C(C=C1)F)F)N=C(C2)C (5-chloro-7-(3,4-difluorophenyl)-2-methylpyrazolo[1,5-a]pyrimidine). RXN SMILES: [F:1][C:2]1[CH:3]=[C:4]([C:9]2[N:14]3[N:15]=[C:16]([CH3:18])[CH:17]=[C:13]3[NH:12][C:11](=O)[CH:10]=2)[CH:5]=[CH:6][C:7]=1[F:8].N1C=CC=CC=1.O=P(Cl)(Cl)[Cl:28]>>[Cl:28][C:11]1[CH:10]=[C:9]([C:4]2[CH:5]=[CH:6][C:7]([F:8])=[C:2]([F:1])[CH:3]=2)[N:14]2[N:15]=[C:16]([CH3:18])[CH:17]=[C:13]2[N:12]=1. Procedure details: 7-(3,4-Difluorophenyl)-2-methylpyrazolo[1,5-a]pyrimidin-5(4H)-one (821 mg) is dissolved in POCl3 (15 mL) and pyridine (0.2 mL) and stirred overnight while heating. After cooling to room temperature, the reaction solvent is removed by distillation under reduced pressure. The remainder is extracted with ethyl acetate and water. The extracted organic layer is washed with 1 M NaHCO3 aqueous solution and brine and dehydrated with anhydrous MgSO4. The dehydrated organic layer is distilled under reduce... Reactants: B, C1CCOC1, CN(C)CCN1C(=O)CCc2cc([N+](=O)[O-])ccc21. Yields the product CN(C)CCN1CCCc2cc([N+](=O)[O-])ccc21. Reaction SMILES: [BH3:20].[CH2:21]1[O:22][CH2:23][CH2:24][CH2:25]1.[CH3:1][N:2]([CH2:3][CH2:4][N:5]1[C:6](=[O:18])[CH2:7][CH2:8][c:9]2[cH:10][c:11]([N+:15](=[O:16])[O-:17])[cH:12][cH:13][c:14]21)[CH3:19]>>[CH3:1][N:2]([CH2:3][CH2:4][N:5]1[CH2:6][CH2:7][CH2:8][c:9]2[cH:10][c:11]([N+:15](=[O:16])[O-:17])[cH:12][cH:13][c:14]21)[CH3:19]. Reactants: C1CCOC1, CO, C[Si](C)(C)C=[N+]=[N-], Nc1ccc(C(=O)O)c(C(F)(F)F)c1. Yields the product COC(=O)c1ccc(N)cc1C(F)(F)F. Reaction SMILES: [CH2:24]1[O:25][CH2:26][CH2:27][CH2:28]1.[CH3:15][OH:16].[CH3:17][Si:18]([CH:19]=[N+:20]=[N-:21])([CH3:22])[CH3:23].[NH2:1][c:2]1[cH:3][c:4]([C:11]([F:12])([F:13])[F:14])[c:5]([C:6](=[O:7])[OH:8])[cH:9][cH:10]1>>[NH2:1][c:2]1[cH:3][c:4]([C:11]([F:12])([F:13])[F:14])[c:5]([C:6](=[O:7])[O:8][CH3:17])[cH:9][cH:10]1. Starting materials: C1CCOC1, CCC(C)(C)c1nc2cc(S(=O)(=O)Cl)ccc2n1CC1CCOCC1, [H-], [Na+], O=Cc1cc[nH]c1. The product is CCC(C)(C)c1nc2cc(S(=O)(=O)n3ccc(C=O)c3)ccc2n1CC1CCOCC1. RXN SMILES: [CH2:35]1[O:36][CH2:37][CH2:38][CH2:39]1.[CH3:1][C:2]([CH2:3][CH3:4])([CH3:5])[c:6]1[n:7][c:8]2[c:9]([n:10]1[CH2:11][CH:12]1[CH2:13][CH2:14][O:15][CH2:16][CH2:17]1)[cH:18][cH:19][c:20]([S:22](=[O:23])(=[O:24])[Cl:25])[cH:21]2.[H-:33].[Na+:34].[nH:26]1[cH:27][c:28]([CH:31]=[O:32])[cH:29][cH:30]1>>[CH3:1][C:2]([CH2:3][CH3:4])([CH3:5])[c:6]1[n:7][c:8]2[c:9]([n:10]1[CH2:11][CH:12]1[CH2:13][CH2:14][O:15][CH2:16][CH2:17]1)[cH:18][cH:19][c:20]([S:22](=[O:23])(=[O:24])[n:26]1[cH:27][c:28]([CH:31]=[O:32])[cH:29][cH:30]1)[cH:21]2. Starting materials: C1(=CC=CC=C1)C1=CC=[N+](C=C1)[O-] (4-phenylpyridine N-oxide), C[Si](C)(C)C#N (trimethylsilylcyanide), C(=O)([O-])[O-].[Na+].[Na+] (Na2CO3), C(C)(=O)Cl (acetyl chloride). The solvent is C(Cl)Cl (DCM). Run at time 8 hour. Yields the product C1(=CC=CC=C1)C1=CC(=NC=C1)C#N (4-phenyl-pyridine-2-carbonitrile). As a reaction SMILES: [C:1]1([C:7]2[CH:12]=[CH:11][N+:10]([O-])=[CH:9][CH:8]=2)[CH:6]=[CH:5][CH:4]=[CH:3][CH:2]=1.C[Si]([C:18]#[N:19])(C)C.C(Cl)(=O)C.C([O-])([O-])=O.[Na+].[Na+]>C(Cl)Cl>[C:1]1([C:7]2[CH:12]=[CH:11][N:10]=[C:9]([C:18]#[N:19])[CH:8]=2)[CH:6]=[CH:5][CH:4]=[CH:3][CH:2]=1 |f:3.4.5|. Reported procedure: To a solution of 4-phenylpyridine N-oxide (5 g) in DCM (50 mL) was added at RT trimethylsilylcyanide (11 mL), followed by acetyl chloride (3.1 mL) over 10 min. The reaction mixture was stirred overnight at RT. A solution of aq. 10% Na2CO3 was added and the mixture was extracted with EA. The combined org. phases were washed with brine, dried (Na2SO4) and evaporated off. Filtration over a plug of silica gel (Hept/EA 1/1) gave the desired compound (450 mg). The reactants are C(C)(C)(C)OC(=O)NC=1C=C2C=3CC(CCC3NC2=CC1)N(C)C (6-(t-butoxycarbonyl)amino-3-(dimethyl)amino-1,2,3,4-tetrahydro-9H-carbazole), ClC1=C(C(=O)Cl)C=CC(=C1)F (2-chloro-4-fluorobenzoyl chloride). Yields the product ClC1=C(C(=O)NC=2C=C3C=4CC(CCC4NC3=CC2)N(C)C)C=CC(=C1)F (6-(2-chloro-4-fluorobenzoyl)amino-3-(dimethyl)amino-1,2,3,4-tetrahydro-9H-carbazole). Isolated yield 94.1%. As a reaction SMILES: C(O[C:6]([NH:8][C:9]1[CH:10]=[C:11]2[C:19](=[CH:20][CH:21]=1)[NH:18][C:17]1[CH2:16][CH2:15][CH:14]([N:22]([CH3:24])[CH3:23])[CH2:13][C:12]2=1)=[O:7])(C)(C)C.[Cl:25][C:26]1[CH:34]=[C:33]([F:35])[CH:32]=[CH:31][C:27]=1C(Cl)=O>>[Cl:25][C:26]1[CH:34]=[C:33]([F:35])[CH:32]=[CH:31][C:27]=1[C:6]([NH:8][C:9]1[CH:10]=[C:11]2[C:19](=[CH:20][CH:21]=1)[NH:18][C:17]1[CH2:16][CH2:15][CH:14]([N:22]([CH3:23])[CH3:24])[CH2:13][C:12]2=1)=[O:7]. Procedure details: Beginning with 0.081 gm (0.245 mMol) 6-(t-butoxycarbonyl)amino-3-(dimethyl)amino-1,2,3,4-tetrahydro-9H-carbazole and 0.046 gm (0.27 mMol) 2-chloro-4-fluorobenzoyl chloride, 0.089 gm (94%) of the title compound were recovered as a light beige solid. Starting materials: CN(C)CC1=CC(=NC=C1)CSCCC(OC)=N (Methyl 3-(4-dimethylaminomethyl-2-pyridylmethylthio)propionimidate), [Cl-].[NH4+] (ammonium chloride). Solvent: C(C)O (ethanol). Product: Cl.CN(C)CC1=CC(=NC=C1)CSCCC(=N)N (3-(4-dimethylaminomethyl-2-pyridylmethylthio)propionamidine hydrochloride). The yield is 24.5%. As a reaction SMILES: [CH3:1][N:2]([CH2:4][C:5]1[CH:10]=[CH:9][N:8]=[C:7]([CH2:11][S:12][CH2:13][CH2:14][C:15](=[NH:18])OC)[CH:6]=1)[CH3:3].[Cl-:19].[NH4+:20]>C(O)C>[ClH:19].[CH3:1][N:2]([CH2:4][C:5]1[CH:10]=[CH:9][N:8]=[C:7]([CH2:11][S:12][CH2:13][CH2:14][C:15]([NH2:18])=[NH:20])[CH:6]=1)[CH3:3] |f:1.2,4.5|. Procedure: Methyl 3-(4-dimethylaminomethyl-2-pyridylmethylthio)propionimidate (8.68 g), ammonium chloride (1.74 g) and ethanol (60 ml) were stirred at room temperature for 4 hours. Ethanol was evaporated at reduced pressure and the residue chromatographed using silica gel and a chloroform-methanol gradient elution. Fractions containing the required product (as shown by TLC) were combined and solvent evaporated at reduced pressure to give 3-(4-dimethylaminomethyl-2-pyridylmethylthio)propionamidine hydrochlo... Starting materials: resultant mixture, ClC1=CC(=C(C=C1OC)NN)F (4-chloro-2-fluoro-5-methoxyphenylhydrazine), FC(C(=O)NC(OCC)=O)F (ethyl difluoroacetylcarbamate), O=P12OP3(=O)OP(=O)(O1)OP(=O)(O2)O3 (phosphorus pentoxide). Solvent: C=1(C(=CC=CC1)C)C (xylene). Yields the product ClC1=CC(=C(C=C1OC)N1N=C(NC1=O)C(F)F)F (1-(4-chloro-2-fluoro-5-methoxyphenyl)-3-difluoromethyl-4,5-dihydro-1,2,4-triazol-5(1H)-one). Isolated yield 12.2%. Reaction SMILES: [Cl:1][C:2]1[C:7]([O:8][CH3:9])=[CH:6][C:5]([NH:10][NH2:11])=[C:4]([F:12])[CH:3]=1.[F:13][CH:14]([F:23])[C:15]([NH:17][C:18](=O)[O:19]CC)=O.O=P12OP3(OP(OP(O3)(O1)=O)(=O)O2)=O>C1(C)C(C)=CC=CC=1>[Cl:1][C:2]1[C:7]([O:8][CH3:9])=[CH:6][C:5]([N:10]2[C:18](=[O:19])[NH:17][C:15]([CH:14]([F:23])[F:13])=[N:11]2)=[C:4]([F:12])[CH:3]=1. Procedure: To a stirred mixture of 8.0 g (0.042 mole) of 4-chloro-2-fluoro-5-methoxyphenylhydrazine and 8.4 g (0.05 mole) of ethyl difluoroacetylcarbamate in 120 mL of xylene was added 2.1 g of phosphorus pentoxide. After complete addition the mixture was heated at reflux for one hour. While still hot, the reaction mixture was decanted from a dark residue into a clean flask. This residue was washed with xylene and the wash was combined with the decanted reaction mixture. The resultant mixture was stirred a... Reactants: OC1=C(C=NN1C1=NC=C(C=C1)C(NCC1CCOCC1)=O)C(=O)OCC (ethyl 5-hydroxy-1-(5-(((tetrahydro-2H-pyran-4-yl)methyl)carbamoyl)pyridin-2-yl)-1H-pyrazole-4-carboxylate), CCOC(=O)C (EtOAc), [N+](=[N-])=C[Si](C)(C)C ((diazomethyl)trimethylsilane), solution, hexanes, C(C)(=O)O (acetic acid). Solvent: CO (MeOH). Reaction conditions: temperature 23 celsius, time 1 hour. Product: COC1=C(C=NN1C1=NC=C(C=C1)C(NCC1CCOCC1)=O)C(=O)OCC (ethyl 5-methoxy-1-(5-(((tetrahydro-2H-pyran-4-yl)methyl)carbamoyl)pyridin-2-yl)-1H-pyrazole-4-carboxylate). Yield: 65.5%. Reaction SMILES: [OH:1][C:2]1[N:6]([C:7]2[CH:12]=[CH:11][C:10]([C:13](=[O:22])[NH:14][CH2:15][CH:16]3[CH2:21][CH2:20][O:19][CH2:18][CH2:17]3)=[CH:9][N:8]=2)[N:5]=[CH:4][C:3]=1[C:23]([O:25][CH2:26][CH3:27])=[O:24].[CH3:28]COC(C)=O.[N+](=C[Si](C)(C)C)=[N-].C(O)(=O)C>CO>[CH3:28][O:1][C:2]1[N:6]([C:7]2[CH:12]=[CH:11][C:10]([C:13](=[O:22])[NH:14][CH2:15][CH:16]3[CH2:17][CH2:18][O:19][CH2:20][CH2:21]3)=[CH:9][N:8]=2)[N:5]=[CH:4][C:3]=1[C:23]([O:25][CH2:26][CH3:27])=[O:24]. Procedure details: Combined ethyl 5-hydroxy-1-(5-(((tetrahydro-2H-pyran-4-yl)methyl)carbamoyl)pyridin-2-yl)-1H-pyrazole-4-carboxylate (0.6 g, 1.603 mmol), EtOAc (30 mL), and MeOH (10 mL) then added (diazomethyl)trimethylsilane, 2.0 M solution in hexanes (2.60 mL, 5.21 mmol) at 23° C. over 20 minutes. The reaction mixture was stirred at 23° C. for 1 hour, quenched with acetic acid (0.206 mL, 3.61 mmol), and the mixture was stirred for 2 hours at 23° C. The reaction mixture was concentrated to give an orange-brown o...